Dataset: the Open Reaction Database (ORD), a public repository of structured organic reaction records. Task: describe an organic reaction: reactants, conditions, products, and yield Starting materials: CC(C)([O-])C.[K+] (Potassium t-butoxide), Cl (HCl), NN(C(OCC)=O)CCC(CCCCCC)(C)O (ethyl N-amino-N-(3'-hydroxy-3-methylnonyl)carbamate), CN=C=S (methyl isothiocyanate). Run in O (water), C1(=CC=CC=C1)C (toluene), C(C)(=O)OCC (ethyl acetate). Conditions: time 16 hour. Product: OC(CCN1NC(N(C1=O)C)=S)(CCCCCC)C (2-(3'-hydroxy-3'-methylnonyl)-4-methyl-1,2,4-triazolidine-3-one-5-thione). RXN SMILES: [NH2:1][N:2]([CH2:8][CH2:9][C:10]([OH:18])([CH3:17])[CH2:11][CH2:12][CH2:13][CH2:14][CH2:15][CH3:16])[C:3](=O)[O:4]CC.[CH3:19][N:20]=[C:21]=[S:22].CC(C)([O-])C.[K+].Cl>C1(C)C=CC=CC=1.C(OCC)(=O)C.O>[OH:18][C:10]([CH3:17])([CH2:11][CH2:12][CH2:13][CH2:14][CH2:15][CH3:16])[CH2:9][CH2:8][N:2]1[C:3](=[O:4])[N:20]([CH3:19])[C:21](=[S:22])[NH:1]1 |f:2.3|. Procedure: A solution of ethyl N-amino-N-(3'-hydroxy-3-methylnonyl)carbamate (1.812 g; 6.97 mmole), and methyl isothiocyanate (764 mg; 10.5 mmole) in dry toluene (25 ml) was heated under refulx for 2 hrs and then allowed to cool to room temperature. Potassium t-butoxide (1,56 g; 13.96 mmole) was added and the mixture stirred at 25° for 16 hr. The mixture was portitioned between water (100 ml) and ethyl acetate (100 ml) and acidified with 5 M HCl. The aqueous layer was extracted with ethyl acetate (50 ml) a...